From a dataset of the Open Reaction Database (ORD), a public repository of structured organic reaction records. describe an organic reaction: reactants, conditions, products, and yield Starting materials: CC(C)(C)[O-], Cc1ccccc1, Cc1ccc(Cl)nn1, NCc1ccccc1, [Na+]. Product: Cc1ccc(NCc2ccccc2)nn1. Reaction SMILES: [CH3:17][C:18]([CH3:19])([O-:20])[CH3:21].[CH3:23][c:24]1[cH:25][cH:26][cH:27][cH:28][cH:29]1.[Cl:1][c:2]1[n:3][n:4][c:5]([CH3:8])[cH:6][cH:7]1.[NH2:9][CH2:10][c:11]1[cH:12][cH:13][cH:14][cH:15][cH:16]1.[Na+:22]>>[c:2]1([NH:9][CH2:10][c:11]2[cH:12][cH:13][cH:14][cH:15][cH:16]2)[n:3][n:4][c:5]([CH3:8])[cH:6][cH:7]1. Reactants: C(C)(=O)C1=CC=C(OC(C(=O)O)C)C=C1 (2-(4-acetylphenoxy)propanoic acid), C(C)(=O)OO (peracetic acid). Run in C(C)(=O)O (acetic acid). Run at time 9 hour. Yields the product C(C)(=O)OC1=CC=C(OC(C(=O)O)C)C=C1 (2-(4-acetoxyphenoxy)propanoic acid). Yield: 91.4%. Reaction SMILES: C([C:4]1[CH:15]=[CH:14][C:7]([O:8][CH:9]([CH3:13])[C:10]([OH:12])=[O:11])=[CH:6][CH:5]=1)(=O)C.[C:16]([O:19]O)(=[O:18])[CH3:17]>C(O)(=O)C>[C:16]([O:19][C:4]1[CH:5]=[CH:6][C:7]([O:8][CH:9]([CH3:13])[C:10]([OH:12])=[O:11])=[CH:14][CH:15]=1)(=[O:18])[CH3:17]. Procedure details: To a solution of 2-(4-acetylphenoxy)propanoic acid (5.08 g, 24.4 mmol) in acetic acid (20 mL) is added purified peracetic acid (16%, 15.80 g, 33.3 mmol) over 30 minutes. The reaction mixture is stirred under reflux at 55° C. to 60° C. and 60-64 mm Hg for 9 hours. The solution is rotovapped and vacuumed to remove the acetic acid. The product obtained is 5.0 g of 2-(4-acetoxyphenoxy)propanoic acid (yield 91%): m.p. 102° C., 1H NMR (CDCl3, delta 1.63 (d, J=7.0 Hz, 3H), 2.26 (s, 3H), 4.85 (q, J=7.0 ... Reactants: 1-benzotriazolyloxytripyrrolidinophosphonium hexafluorophosphate, ClC1=C(CN)C=CC(=C1)Cl (2,4-dichlorobenzylamine), C(C)(C)N(CC)C(C)C (diisopropylethylamine), FC=1C=C2C(C(=CN(C2=C(C1N1CCN(CC1)CCOCCO)OC)[C@H]1[C@H](C1)F)C(=O)O)=O (6-Fluoro-1-[(1R,2S)-2-fluorocyclopropyl]-7-{4-[2-(2-hydroxyethoxy)ethyl]piperazin-1-yl}-8-methoxy-4-oxo-1,4-dihydroquinoline-3-carboxylic acid). Solvent: CN(C=O)C (dimethylformamide), O (water). Conditions: time 2 day. The product is ClC1=C(CNC(=O)C2=CN(C3=C(C(=C(C=C3C2=O)F)N2CCN(CC2)CCOCCO)OC)[C@H]2[C@H](C2)F)C=CC(=C1)Cl (N-(2,4-Dichlorobenzyl)-6-fluoro-1-[(1R,2S)-2-fluorocyclopropyl]-7-{4-[2-(2-hydroxyethoxy)ethyl]piperazin-1-yl}-8-methoxy-4-oxo-1,4-dihydroquinoline-3-carboxamide). Isolated yield 59.4%. RXN SMILES: [Cl:1][C:2]1[CH:9]=[C:8]([Cl:10])[CH:7]=[CH:6][C:3]=1[CH2:4][NH2:5].C(N(C(C)C)CC)(C)C.[F:20][C:21]1[CH:22]=[C:23]2[C:28](=[C:29]([O:43][CH3:44])[C:30]=1[N:31]1[CH2:36][CH2:35][N:34]([CH2:37][CH2:38][O:39][CH2:40][CH2:41][OH:42])[CH2:33][CH2:32]1)[N:27]([C@@H:45]1[CH2:47][C@@H:46]1[F:48])[CH:26]=[C:25]([C:49](O)=[O:50])[C:24]2=[O:52]>CN(C)C=O.O>[Cl:1][C:2]1[CH:9]=[C:8]([Cl:10])[CH:7]=[CH:6][C:3]=1[CH2:4][NH:5][C:49]([C:25]1[C:24](=[O:52])[C:23]2[C:28](=[C:29]([O:43][CH3:44])[C:30]([N:31]3[CH2:32][CH2:33][N:34]([CH2:37][CH2:38][O:39][CH2:40][CH2:41][OH:42])[CH2:35][CH2:36]3)=[C:21]([F:20])[CH:22]=2)[N:27]([C@@H:45]2[CH2:47][C@@H:46]2[F:48])[CH:26]=1)=[O:50]. Procedure details: 140 mg (0.27 mmol) of 1-benzotriazolyloxytripyrrolidinophosphonium hexafluorophosphate, 47 mg (0.27 mmol) of 2,4-dichlorobenzylamine and 35 mg (0.27 mmol) of diisopropylethylamine are added under argon to 105 mg (0.14 mmol) of the carboxylic acid of Example 6A in 2 ml of dimethylformamide and the mixture is stirred at room temperature for 2 days. The reaction mixture is diluted with 2 ml of water and without further work-up purified by preparative HPLC (Method 4). 52 mg of the target compound ar... The reactants are Cl.NC1=CC=C(C=C1)CCCC(=O)N1CSCC1 (N-[4-(4-aminophenyl)butanoyl]thiazolidine hydrochloride), N#CN (cyanamide). Run in C(C)O (ethanol). Reaction conditions: temperature 70 celsius. The product is colorless crystals, Cl.N(C(=N)N)C1=CC=C(C=C1)CCCC(=O)N1CSCC1 (N-[4-(4-guanidinophenyl)butanoyl]thiazolidine hydrochloride). The yield is 64.0%. Reaction SMILES: [ClH:1].[NH2:2][C:3]1[CH:8]=[CH:7][C:6]([CH2:9][CH2:10][CH2:11][C:12]([N:14]2[CH2:18][CH2:17][S:16][CH2:15]2)=[O:13])=[CH:5][CH:4]=1.[N:19]#[C:20][NH2:21]>C(O)C>[ClH:1].[NH:2]([C:3]1[CH:4]=[CH:5][C:6]([CH2:9][CH2:10][CH2:11][C:12]([N:14]2[CH2:18][CH2:17][S:16][CH2:15]2)=[O:13])=[CH:7][CH:8]=1)[C:20]([NH2:21])=[NH:19] |f:0.1,4.5|. Reported procedure: 1 mmol of N-[4-(4-aminophenyl)butanoyl]thiazolidine hydrochloride prepared in Example 20 and 1 mmol of cyanamide were dissolved with 5 ml of anhydrous ethanol. The solution was stirred under heating at 70° C. for 4 hours. The reaction mixture was concentrated under reduced pressure to obtain a crystalline residue, which was recrystallized from an ethanol-ether mixed solvent to obtain 210 mg of colorless crystals of N-[4-(4-guanidinophenyl)butanoyl]thiazolidine hydrochloride (yield: 64%). Reactants: ferric chloride, Cl (hydrochloric acid), BrC1=CC(=C(C2=C1OC(O2)(C)C)N2C(N(C(=CC2=O)C(F)(F)F)C)=O)F (3-(7-bromo-2,2-dimethyl-5-fluoro- 1,3-benzodioxol-4-yl)- 1 -methyl-6-trifluoromethyluracil), [Cu]C#N (copper(I) cyanide), CN(C=O)C (N,N-dimethylformamide). Solvent: O (water). Run at temperature 65 celsius, time 20 minute. Yields the product C(#N)C1=CC(=C(C2=C1OC(O2)(C)C)N2C(N(C(=CC2=O)C(F)(F)F)C)=O)F (3-(7-cyano-2,2-dimethyl-5-fluoro-1,3-benzodioxol-4-yl)-1-methyl-6-trifluoromethyluracil). Reaction SMILES: Br[C:2]1[C:7]2[O:8][C:9]([CH3:12])([CH3:11])[O:10][C:6]=2[C:5]([N:13]2[C:18](=[O:19])[CH:17]=[C:16]([C:20]([F:23])([F:22])[F:21])[N:15]([CH3:24])[C:14]2=[O:25])=[C:4]([F:26])[CH:3]=1.[Cu][C:28]#[N:29].CN(C)C=O.Cl>O>[C:28]([C:2]1[C:7]2[O:8][C:9]([CH3:11])([CH3:12])[O:10][C:6]=2[C:5]([N:13]2[C:18](=[O:19])[CH:17]=[C:16]([C:20]([F:23])([F:21])[F:22])[N:15]([CH3:24])[C:14]2=[O:25])=[C:4]([F:26])[CH:3]=1)#[N:29]. Procedure details: In a flask are placed 2.20 g (0.005 mole) of 3-(7-bromo-2,2-dimethyl-5-fluoro- 1,3-benzodioxol-4-yl)- 1 -methyl-6-trifluoromethyluracil, 0.62 g (0.0069 mole) of copper(I) cyanide and 60 mL of N,N-dimethylformamide. The resulting mixture is heated at reflux for 5 hours. This mixture is then cooled and poured into a solution of 2.5 g of hydrated ferric chloride, 0.62 mL of concentrated hydrochloric acid, and 3.8 mL of water. The resulting mixture is maintained at 60-70 ° C at which it is stirred f...